Dataset: the Open Reaction Database (ORD), a public repository of structured organic reaction records. Task: describe an organic reaction: reactants, conditions, products, and yield Starting materials: [BH4-], CCCCC(Cc1ccc(OCCNC(=O)c2ccc(-c3ccc(C=O)cc3)cc2)cc1)C(=O)O, CC(=O)O, CCO, [Na+]. The product is CCCCC(Cc1ccc(OCCNC(=O)c2ccc(-c3ccc(CO)cc3)cc2)cc1)C(=O)O. RXN SMILES: [BH4-:1].[CH2:3]([CH2:4][CH2:5][CH3:6])[CH:7]([C:8](=[O:9])[OH:10])[CH2:11][c:12]1[cH:13][cH:14][c:15]([O:18][CH2:19][CH2:20][NH:21][C:22](=[O:23])[c:24]2[cH:25][cH:26][c:27](-[c:30]3[cH:31][cH:32][c:33]([CH:36]=[O:37])[cH:34][cH:35]3)[cH:28][cH:29]2)[cH:16][cH:17]1.[CH3:38][C:39](=[O:40])[OH:41].[CH3:42][CH2:43][OH:44].[Na+:2]>>[CH2:3]([CH2:4][CH2:5][CH3:6])[CH:7]([C:8](=[O:9])[OH:10])[CH2:11][c:12]1[cH:13][cH:14][c:15]([O:18][CH2:19][CH2:20][NH:21][C:22](=[O:23])[c:24]2[cH:25][cH:26][c:27](-[c:30]3[cH:31][cH:32][c:33]([CH2:36][OH:37])[cH:34][cH:35]3)[cH:28][cH:29]2)[cH:16][cH:17]1.